The task is: describe an organic reaction: reactants, conditions, products, and yield. This data is from the Open Reaction Database (ORD), a public repository of structured organic reaction records. Product: N(=[N+]=[N-])CC=1C=C2C=CN=C(C2=CC1)NC(C1=CC=CC=C1)=O (N-[6-(azidomethyl)-1-isoquinolinyl]-benzamide). Starting materials: OCC=1C=C2C=CN=C(C2=CC1)NC(C1=CC=CC=C1)=O (N-[6-(hydroxymethyl)-1-isoquinolinyl]benzamide), O (water), C1(=CC=CC=C1)P(=O)(C1=CC=CC=C1)N=[N+]=[N-] (diphenylphosphoryl azide), N12CCCCCC2=NCCC1 (1,8-diazabicyclo(5.4.0)undec-7ene). As a reaction SMILES: O[CH2:2][C:3]1[CH:4]=[C:5]2[C:10](=[CH:11][CH:12]=1)[C:9]([NH:13][C:14](=[O:21])[C:15]1[CH:20]=[CH:19][CH:18]=[CH:17][CH:16]=1)=[N:8][CH:7]=[CH:6]2.C1(P([N:36]=[N+:37]=[N-:38])(C2C=CC=CC=2)=O)C=CC=CC=1.N12CCCN=C1CCCCC2.O>C1(C)C=CC=CC=1.O1CCOCC1>[N:36]([CH2:2][C:3]1[CH:4]=[C:5]2[C:10](=[CH:11][CH:12]=1)[C:9]([NH:13][C:14](=[O:21])[C:15]1[CH:20]=[CH:19][CH:18]=[CH:17][CH:16]=1)=[N:8][CH:7]=[CH:6]2)=[N+:37]=[N-:38]. Procedure: To 6.3 g of N-[6-(hydroxymethyl)-1-isoquinolinyl] benzamide (1g) in 40 mL of toluene and 40 mL of dioxane at 0° C. 7.8 mL of diphenylphosphoryl azide (DDPA) and 5.4 mL of 1,8-diazabicyclo(5.4.0)undec-7ene (DBU) were added. After 24 hours the reaction mixture was poured into water (pH 7) and extracted with ethyl acetate. The organic layer was dried (sodium sulfate) and concentrated. Trituration with diethyl ether gave 6.4 g of the title compound. Mp. 125-129° C. MS (m/e)=303. Run in C1(=CC=CC=C1)C (toluene), O1CCOCC1 (dioxane). Reaction SMILES: [CH3:12][O:13][c:14]1[c:15]([CH2:16][NH2:17])[cH:18][cH:19][cH:20][cH:21]1.[CH3:28][N:29]([CH3:30])[CH:31]=[O:32].[CH3:33][CH2:34][O:35][C:36](=[O:37])[CH3:38].[Cl-:39].[Cl:1][c:2]1[c:3]([C:4](=[O:5])[Cl:6])[cH:7][cH:8][c:9]([Cl:11])[cH:10]1.[NH4+:40].[Na+:42].[OH-:41].[cH:22]1[cH:23][cH:24][n:25][cH:26][cH:27]1>>[Cl:1][c:2]1[c:3]([C:4](=[O:5])[NH:17][CH2:16][c:15]2[c:14]([O:13][CH3:12])[cH:21][cH:20][cH:19][cH:18]2)[cH:7][cH:8][c:9]([Cl:11])[cH:10]1. The product is COc1ccccc1CNC(=O)c1ccc(Cl)cc1Cl. Starting materials: COc1ccccc1CN, CN(C)C=O, CCOC(C)=O, [Cl-], O=C(Cl)c1ccc(Cl)cc1Cl, [NH4+], [Na+], [OH-], c1ccncc1.